Dataset: the Open Reaction Database (ORD), a public repository of structured organic reaction records. Task: describe an organic reaction: reactants, conditions, products, and yield Starting materials: C1(=CC=CC=C1)C.C(C)(=O)OCC (toluene ethyl acetate), N-methoxycarbonyl-(D/L)-tert-leucine, NC1=NNC2=NC=NC(=C21)NC2=CC(=CC=C2)Cl (3-amino-4-(3-chloro-phenylamino)-1H-pyrazolo[3,4-d]pyrimidine), CN1CCOCC1 (NMM), ClC(=O)OCC(C)C (isobutyl chloroformate). The solvent is C1CCOC1 (THF). Product: ClC=1C=C(C=CC1)NC1=C2C(=NC=N1)NN=C2NC(C(C(C)(C)C)NC(=O)OC)=O (rac.-4-(3-chloro-phenylamino)-3-([2-methoxycarbonylamino-3,3-dimethyl-butyryl]-amino)-1H-pyrazolo[3,4-d]-pyrimidine). RXN SMILES: C[N:2]1CC[O:5][CH2:4][CH2:3]1.ClC(O[CH2:12][CH:13]([CH3:15])[CH3:14])=O.[NH2:16][C:17]1[C:25]2[C:20](=[N:21][CH:22]=[N:23][C:24]=2[NH:26][C:27]2[CH:32]=[CH:31][CH:30]=[C:29]([Cl:33])[CH:28]=2)[NH:19][N:18]=1.C1(C)C=CC=CC=1.[C:41]([O:44][CH2:45]C)(=[O:43])C>C1COCC1>[Cl:33][C:29]1[CH:28]=[C:27]([NH:26][C:24]2[N:23]=[CH:22][N:21]=[C:20]3[NH:19][N:18]=[C:17]([NH:16][C:4](=[O:5])[CH:3]([NH:2][C:41]([O:44][CH3:45])=[O:43])[C:13]([CH3:12])([CH3:14])[CH3:15])[C:25]=23)[CH:32]=[CH:31][CH:30]=1 |f:3.4|. Procedure: Analogously to Example 5, 283 mg (1.49 mmol) of N-methoxycarbonyl-(D/L)-tert-leucine in 3.3 ml of THF and 329 ;d (2.99 mmol) of NMM are activated with 214 μl (1.64 mmol) of isobutyl chloroformate and then reacted with 388 mg (1.49 mmol) of 3-amino-4-(3-chloro-phenylamino)-1H-pyrazolo[3,4-d]pyrimidine (see Step 1.6) for 20 hours. Column chromatography (SiO2; toluene/ethyl acetate=1:1) yields rac.-4-(3-chloro-phenylamino)-3-([2-methoxycarbonylamino-3,3-dimethyl-butyryl]-amino)-1H-pyrazolo[3,4-d]-p... The reactants are N1C=C(C=2C1=NC=CC2)C=C2C(C(=C(O2)NC2=CC=C(C=C2)F)C(=O)OC)=O (Methyl 5-[(1H-pyrrolo[2,3-b]pyridin-3-yl)methylene]-2-[(4-fluorophenyl)amino]-4-oxo-4,5-dihydrofuran-3-carboxylate), C(CO)O (ethylene glycol), Zn4(OCOCF3)6O. Reagents/catalysts: [Zn] (zinc). Solvent: CN(C(C)=O)C (N,N-dimethylacetamide). Product: N1C=C(C=2C1=NC=CC2)C=C2C(C(=C(O2)NC2=CC=C(C=C2)F)C(=O)OCCO)=O (2-Hydroxyethyl 5-[(1H-pyrrolo[2,3-b]pyridin-3-yl)methylene]-2-[(4-fluorophenyl)amino]-4-oxo-4,5-dihydrofuran-3-carboxylate). Isolated yield 9.8%. As a reaction SMILES: [NH:1]1[C:5]2=[N:6][CH:7]=[CH:8][CH:9]=[C:4]2[C:3]([CH:10]=[C:11]2[O:15][C:14]([NH:16][C:17]3[CH:22]=[CH:21][C:20]([F:23])=[CH:19][CH:18]=3)=[C:13]([C:24]([O:26][CH3:27])=[O:25])[C:12]2=[O:28])=[CH:2]1.C(O)[CH2:30][OH:31]>CN(C)C(=O)C.[Zn]>[NH:1]1[C:5]2=[N:6][CH:7]=[CH:8][CH:9]=[C:4]2[C:3]([CH:10]=[C:11]2[O:15][C:14]([NH:16][C:17]3[CH:18]=[CH:19][C:20]([F:23])=[CH:21][CH:22]=3)=[C:13]([C:24]([O:26][CH2:27][CH2:30][OH:31])=[O:25])[C:12]2=[O:28])=[CH:2]1. Procedure details: Under a nitrogen atmosphere, a solution of the compound (0.038 g, 0.10 mmol) of Example 51, ethylene glycol (0.50 mL, 9.0 mmol) and zinc cluster catalyst (Zn4(OCOCF3)6O) (0.0019 g, 0.0020 mmol) in N,N-dimethylacetamide (0.5 mL) was stirred with the microwave synthesizer (Biotage Initiator™) at 150° C. for 1 h. Cooled to ambient temperature, the precipitate was removed by filtration. The filtrate was purified by preparative HPLC to afford the titled compound as solid (0.0040 g, y. 10%). The reactants are [Br-], Br, O=Cc1ccccc1, CCc1n(CC(=O)c2ccc(Cl)cc2)cc[n+]1N=Cc1ccccc1, O. Yields the product [Br-], CCc1n(CC(=O)c2ccc(Cl)cc2)cc[n+]1N. Reaction SMILES: [Br-:1].[BrH:27].[CH:28]([c:29]1[cH:30][cH:31][cH:32][cH:33][cH:34]1)=[O:35].[CH:2]([c:3]1[cH:4][cH:5][cH:6][cH:7][cH:8]1)=[N:9][n+:10]1[c:11]([CH2:25][CH3:26])[n:12]([CH2:15][C:16](=[O:17])[c:18]2[cH:19][cH:20][c:21]([Cl:24])[cH:22][cH:23]2)[cH:13][cH:14]1.[OH2:36]>>[Br-:1].[NH2:9][n+:10]1[c:11]([CH2:25][CH3:26])[n:12]([CH2:15][C:16](=[O:17])[c:18]2[cH:19][cH:20][c:21]([Cl:24])[cH:22][cH:23]2)[cH:13][cH:14]1. Reactants: C(C)[S-].[Na+] (sodium ethanethiolate), BrC=1C(=NC=CC1)C#N (3-bromo-2-cyanopyridine). The solvent is C1CCOC1 (THF). Yields the product C(#N)C1=NC=CC=C1SCC (2-Cyano-3-(ethylthio)pyridine). As a reaction SMILES: [CH2:1]([S-:3])[CH3:2].[Na+].Br[C:6]1[C:7]([C:12]#[N:13])=[N:8][CH:9]=[CH:10][CH:11]=1>C1COCC1>[C:12]([C:7]1[C:6]([S:3][CH2:1][CH3:2])=[CH:11][CH:10]=[CH:9][N:8]=1)#[N:13] |f:0.1|. Procedure details: To a stirred suspension of sodium ethanethiolate (600 mg, 5.75 mmol) in dry THF (25 mL) was added 3-bromo-2-cyanopyridine (700 mg, 3.83 mmol). The reaction mixture was heated to reflux under N2 for 3 h. The solvent was removed in vacuo and the resulting residue was taken Lip in CH2Cl2 (35 mL). The solution was filtered to remove precipitated sodium bromide and the filtrate was concentrated at reduced pressure to afford the title compound as a yellow oil: Starting materials: Cl, Cl, COc1cc(C(=O)c2ncc3ccc(N)cn23)ccc1[N+](=O)[O-], CS(=O)(=O)Cl, c1ccncc1. Product: COc1cc(C(=O)c2ncc3ccc(NS(C)(=O)=O)cn23)ccc1[N+](=O)[O-]. RXN SMILES: [ClH:36].[ClH:6].[NH2:7][c:8]1[cH:9][cH:10][c:11]2[n:12]([cH:13]1)[c:14]([C:17](=[O:18])[c:19]1[cH:20][c:21]([O:28][CH3:29])[c:22]([N+:25](=[O:26])[O-:27])[cH:23][cH:24]1)[n:15][cH:16]2.[S:1](=[O:2])(=[O:3])([CH3:4])[Cl:5].[cH:30]1[cH:31][cH:32][n:33][cH:34][cH:35]1>>[S:1](=[O:2])(=[O:3])([CH3:4])[NH:7][c:8]1[cH:9][cH:10][c:11]2[n:12]([cH:13]1)[c:14]([C:17](=[O:18])[c:19]1[cH:20][c:21]([O:28][CH3:29])[c:22]([N+:25](=[O:26])[O-:27])[cH:23][cH:24]1)[n:15][cH:16]2. The reactants are CC(C)(C)OC(=O)N1CCC(Oc2ccc3cnccc3c2I)CC1, CS(C)=O, [Cu]I, [N-]=[N+]=[N-], [Na+], [Na+], [OH-], O, O=C(O)C1CCCN1. Product: CC(C)(C)OC(=O)N1CCC(Oc2ccc3cnccc3c2N=[N+]=[N-])CC1. Reaction SMILES: [C:15]([CH3:16])([CH3:17])([CH3:18])[O:19][C:20](=[O:21])[N:22]1[CH2:23][CH2:24][CH:25]([O:28][c:29]2[c:30]([I:39])[c:31]3[cH:32][cH:33][n:34][cH:35][c:36]3[cH:37][cH:38]2)[CH2:26][CH2:27]1.[CH3:40][S:41]([CH3:42])=[O:43].[Cu:44][I:45].[N-:11]=[N+:12]=[N-:13].[Na+:14].[Na+:2].[OH-:1].[OH2:46].[OH:3][C:4]([CH:5]1[NH:6][CH2:7][CH2:8][CH2:9]1)=[O:10]>>[N:11](=[N+:12]=[N-:13])[c:30]1[c:29]([O:28][CH:25]2[CH2:24][CH2:23][N:22]([C:20]([O:19][C:15]([CH3:16])([CH3:17])[CH3:18])=[O:21])[CH2:27][CH2:26]2)[cH:38][cH:37][c:36]2[c:31]1[cH:32][cH:33][n:34][cH:35]2. Starting materials: C(C)OC=1C=C(C=CC1OC)C(CC(=O)O)N1C(C2=CC=CC=C2C1)=O (3-(3-ethoxy-4-methoxyphenyl)-3-(1-oxoisoindolin-2-yl)propanoic acid), C(=O)(N1C=NC=C1)N1C=NC=C1 (carbonyldiimidazole), C(C)(=O)NN (acetic hydrazide). Solvent: O1CCCC1 (tetrahydrofuran). The product is C(C)OC=1C=C(C=CC1OC)C(CC=1OC(=NN1)C)N1C(C2=CC=CC=C2C1)=O (2-[1-(3-Ethoxy-4-methoxyphenyl)-2-(5-methyl(1,3,4-oxadiazol-2-yl))ethyl]isoindolin-1-one), C(=O)=NNC(CC(N1C(C2=CC=CC=C2C1)=O)C1=CC(=C(C=C1)OC)OCC)=O (N-carbonylamino-3-(3-ethoxy-4-methoxyphenyl)-3-(1-oxoisoindolin-2-yl)propanamide). Yield: 145.0%. As a reaction SMILES: [CH2:1]([O:3][C:4]1[CH:5]=[C:6]([CH:12]([N:17]2[CH2:25][C:24]3[C:19](=[CH:20][CH:21]=[CH:22][CH:23]=3)[C:18]2=[O:26])[CH2:13][C:14]([OH:16])=[O:15])[CH:7]=[CH:8][C:9]=1[O:10][CH3:11])[CH3:2].C(N1C=CN=C1)(N1C=CN=C1)=O.[C:39]([NH:42][NH2:43])(=[O:41])[CH3:40]>O1CCCC1>[CH2:1]([O:3][C:4]1[CH:5]=[C:6]([CH:12]([N:17]2[CH2:25][C:24]3[C:19](=[CH:20][CH:21]=[CH:22][CH:23]=3)[C:18]2=[O:26])[CH2:13][C:14]2[O:16][C:39]([CH3:40])=[N:42][N:43]=2)[CH:7]=[CH:8][C:9]=1[O:10][CH3:11])[CH3:2].[C:39](=[N:42][NH:43][C:14](=[O:15])[CH2:13][CH:12]([C:6]1[CH:7]=[CH:8][C:9]([O:10][CH3:11])=[C:4]([O:3][CH2:1][CH3:2])[CH:5]=1)[N:17]1[CH2:25][C:24]2[C:19](=[CH:20][CH:21]=[CH:22][CH:23]=2)[C:18]1=[O:26])=[O:41]. Procedure: 2-[1-(3-Ethoxy-4-methoxyphenyl)-2-(5-methyl(1,3,4-oxadiazol-2-yl))ethyl]isoindolin-1-one was prepared by the procedure of Example 1. Reaction 3-(3-ethoxy-4-methoxyphenyl)-3-(1-oxoisoindolin-2-yl)propanoic acid (1.50 g, 4.22 mmol), carbonyldiimidazole (0.76 g, 4.7 mmol) and acetic hydrazide (381 mg, 5.16 mmol) in tetrahydrofuran (15 mL) gave crude N-carbonylamino-3-(3-ethoxy-4-methoxyphenyl)-3-(1-oxoisoindolin-2-yl)propanamide (1.22 9, 3.06 mmol), which (650 mg, 1.47 mmol) was then reacted with p...